From a dataset of the Open Reaction Database (ORD), a public repository of structured organic reaction records. describe an organic reaction: reactants, conditions, products, and yield Reactants: S1C(N=C2C1=CC=1C=CC=CC12)NC(C(=O)OCC)=O (ethyl N-(indeno[1,2-d]thiazol-2-yl)-oxamate), C(=O)(O)[O-].[Na+] (NaHCO3). Solvent: O (water). Yields the product S1C(N=C2C1=CC=1C=CC=CC12)NC(C(=O)O)=O (N-(Indeno[1,2-d]thiazol-2-yl)-oxamic acid). Yield: 92.9%. As a reaction SMILES: [S:1]1[C:5]2=[CH:6][C:7]3[CH:8]=[CH:9][CH:10]=[CH:11][C:12]=3[C:4]2=[N:3][CH:2]1[NH:13][C:14](=[O:20])[C:15]([O:17]CC)=[O:16].C([O-])(O)=O.[Na+]>O>[S:1]1[C:5]2=[CH:6][C:7]3[CH:8]=[CH:9][CH:10]=[CH:11][C:12]=3[C:4]2=[N:3][CH:2]1[NH:13][C:14](=[O:20])[C:15]([OH:17])=[O:16] |f:1.2|. Procedure: 3.5 g (0.012 mole) of ethyl N-(indeno[1,2-d]thiazol-2-yl)-oxamate were suspended in a solution of 1.1 g (0.013 mole) of NaHCO3 in 200 ml of water, and the suspension was refluxed for 4 hours. The reaction mixture was filtered, the filtrate was brought to pH 1 with dilute HCl, and the precipitate was filtered off under suction and dried, giving 2.9 g (93%) of a product of melting point 229°-231° C.